Task: describe an organic reaction: reactants, conditions, products, and yield. Dataset: the Open Reaction Database (ORD), a public repository of structured organic reaction records Reactants: C(#N)C1=C(C=C(C=C1)N(CC(C(=O)OC)C)CC(F)(F)F)C(F)(F)F (methyl 3-[[4-cyano-3-(trifluoromethyl)phenyl](2,2,2-trifluoroethyl)amino]-2-methylpropanoate), [OH-].[Na+] (NaOH). Solvent: C1CCOC1.CO (THF MeOH). Run at temperature 75 celsius. Yields the product C(#N)C1=C(C=C(C=C1)N(CC(C(=O)O)C)CC(F)(F)F)C(F)(F)F (3-[[4-Cyano-3-(trifluoromethyl)phenyl](2,2,2-trifluoroethyl)amino]-2-methylpropanoic acid). Yield: 92.9%. Reaction SMILES: [C:1]([C:3]1[CH:8]=[CH:7][C:6]([N:9]([CH2:17][C:18]([F:21])([F:20])[F:19])[CH2:10][CH:11]([CH3:16])[C:12]([O:14]C)=[O:13])=[CH:5][C:4]=1[C:22]([F:25])([F:24])[F:23])#[N:2].[OH-].[Na+]>C1COCC1.CO>[C:1]([C:3]1[CH:8]=[CH:7][C:6]([N:9]([CH2:17][C:18]([F:21])([F:19])[F:20])[CH2:10][CH:11]([CH3:16])[C:12]([OH:14])=[O:13])=[CH:5][C:4]=1[C:22]([F:23])([F:25])[F:24])#[N:2] |f:1.2,3.4|. Procedure details: A solution of methyl 3-[[4-cyano-3-(trifluoromethyl)phenyl](2,2,2-trifluoroethyl)amino]-2-methylpropanoate (0.056 g, 0.152 mmol) in 1:1 THF/MeOH (6 mL) was treated with NaOH (1N, 1 mL, 1.0 mmol) and heated at 75° C. for 30 min. Upon cooling, the mixture was partitioned between EtOAc and 0.1N HCl. The aqueous phase was extracted with EtOAc and the combined organic phases were washed with brine, dried (Na2SO4) and concentrated in vacuo to give the title compound (0.050 g, 94% yield): 1H NMR (400 M... Starting materials: BrC=1C(=C(C=O)C=C(C1O)C(C)(C)C)C (3-bromo-5-tert-butyl-4-hydroxy-2-methyl-benzaldehyde), C(CC#N)#N (malononitrile). Yields the product BrC=1C(=C(C=C(C#N)C#N)C=C(C1O)C(C)(C)C)C (3-bromo-5-tert-butyl-4-hydroxy-2-methylbenzylidenemalononitrile). RXN SMILES: [Br:1][C:2]1[C:3]([CH3:15])=[C:4]([CH:7]=[C:8]([C:11]([CH3:14])([CH3:13])[CH3:12])[C:9]=1[OH:10])[CH:5]=O.[C:16](#[N:20])[CH2:17][C:18]#[N:19]>>[Br:1][C:2]1[C:3]([CH3:15])=[C:4]([CH:7]=[C:8]([C:11]([CH3:14])([CH3:13])[CH3:12])[C:9]=1[OH:10])[CH:5]=[C:17]([C:16]#[N:20])[C:18]#[N:19]. Reported procedure: In a similar manner as described in Example 2 reaction of 3-bromo-5-tert-butyl-4-hydroxy-2-methyl-benzaldehyde and malononitrile gave 3-bromo-5-tert-butyl-4-hydroxy-2-methylbenzylidenemalononitrile m.p. 144°. Starting materials: COC1=C(C=C(C=C1)C)C (1-methoxy-2,4-dimethylbenzene), FC(C(CC(C)(C)C1=C(C=CC(=C1)C)OC)=O)(F)F (1,1,1-trifluoro-4-(2-methoxy-5-methylphenyl)-4-methylpentan-2-one). The product is FC(C(CC(C)(C)C1=C(C=C(C(=C1)OC)C)C)=O)(F)F (1,1,1-Trifluoro-4-(5-methoxy-2,4-dimethylphenyl)-4-methylpentan-2-one). As a reaction SMILES: [CH3:1][O:2][C:3]1[CH:8]=[CH:7][C:6]([CH3:9])=[CH:5][C:4]=1[CH3:10].[F:11][C:12]([F:29])([F:28])[C:13](=[O:27])[CH2:14][C:15](C1C=C(C)C=CC=1OC)([CH3:17])[CH3:16]>>[F:11][C:12]([F:29])([F:28])[C:13](=[O:27])[CH2:14][C:15]([C:7]1[CH:8]=[C:3]([O:2][CH3:1])[C:4]([CH3:10])=[CH:5][C:6]=1[CH3:9])([CH3:17])[CH3:16]. Procedure details: The title product was prepared from 1-methoxy-2,4-dimethylbenzene according to the same procedure described in the synthesis of 1,1,1-trifluoro-4-(2-methoxy-5-methylphenyl)-4-methylpentan-2-one. The reactants are C(C)(C)(C)OC(N(C)CCOC1=C2C=CNC2=CC=C1)=O ([2-(1H-indol-4-yloxy)ethyl]-methylcarbamic acid tert-butyl ester), FC1=CC=C(C=C1)[N+](=O)[O-] (4-fluoronitrobenzene), ClC1=C(C=C(C=C1)N=C=O)C(F)(F)F (4-chloro-3-(trifluoromethyl)-phenyl isocyanate). The product is C(C)(C)(C)OC(N(C)CCOC1=C2C=CN(C2=CC=C1)C1=CC=C(C=C1)NC(=O)NC1=CC(=C(C=C1)Cl)C(F)(F)F)=O ([2-(1-{4-[3-(4-Chloro-3-(trifluoromethyl)phenyl)ureido]phenyl}-1H-indol-4-yloxy)ethyl]-methylcarbamic acid tert-butyl ester). Reaction SMILES: [C:1]([O:5][C:6](=[O:21])[N:7]([CH2:9][CH2:10][O:11][C:12]1[CH:20]=[CH:19][CH:18]=[C:17]2[C:13]=1[CH:14]=[CH:15][NH:16]2)[CH3:8])([CH3:4])([CH3:3])[CH3:2].F[C:23]1[CH:28]=[CH:27][C:26]([N+:29]([O-])=O)=[CH:25][CH:24]=1.[Cl:32][C:33]1[CH:38]=[CH:37][C:36]([N:39]=[C:40]=[O:41])=[CH:35][C:34]=1[C:42]([F:45])([F:44])[F:43]>>[C:1]([O:5][C:6](=[O:21])[N:7]([CH2:9][CH2:10][O:11][C:12]1[CH:20]=[CH:19][CH:18]=[C:17]2[C:13]=1[CH:14]=[CH:15][N:16]2[C:23]1[CH:28]=[CH:27][C:26]([NH:29][C:40]([NH:39][C:36]2[CH:37]=[CH:38][C:33]([Cl:32])=[C:34]([C:42]([F:44])([F:43])[F:45])[CH:35]=2)=[O:41])=[CH:25][CH:24]=1)[CH3:8])([CH3:4])([CH3:2])[CH3:3]. Procedure details: The title compound can be synthesized from [2-(1H-indol-4-yloxy)ethyl]-methylcarbamic acid tert-butyl ester, 4-fluoronitrobenzene and 4-chloro-3-(trifluoromethyl)-phenyl isocyanate by using the same techniques as in Example 1.